From a dataset of the Open Reaction Database (ORD), a public repository of structured organic reaction records. describe an organic reaction: reactants, conditions, products, and yield Reactants: FB(F)F, CCOCC, CCCC(=O)O, ClCC(Cl)(Cl)Cl, O=C(CCl)OC(=O)CCl, c1ccc2ccccc2c1. The product is CCCC(=O)c1cccc2ccccc12. Reaction SMILES: [B:31]([F:32])([F:33])[F:34].[CH2:26]([O:27][CH2:28][CH3:29])[CH3:30].[CH3:1][CH2:2][CH2:3][C:4]([OH:5])=[O:6].[Cl:35][CH2:36][C:37]([Cl:38])([Cl:39])[Cl:40].[Cl:7][CH2:8][C:9]([O:10][C:11](=[O:12])[CH2:13][Cl:14])=[O:15].[cH:16]1[cH:17][cH:18][c:19]2[cH:20][cH:21][cH:22][cH:23][c:24]2[cH:25]1>>[CH3:1][CH2:2][CH2:3][C:4](=[O:5])[c:25]1[cH:16][cH:17][cH:18][c:19]2[cH:20][cH:21][cH:22][cH:23][c:24]21. Reactants: [H-].[Na+] (Sodium hydride), C(C)(=O)NC=1C=C(C=CC1OC)S(=O)(=O)Cl (3-acetamido-4-methoxy benzenesulfonyl chloride), COC=1C=C2C(=CNC2=CC1)C (5-methoxy-3-methyl indole). The solvent is O1CCCC1 (tetrahydrofuran), O1CCCC1 (tetrahydrofuran), O1CCCC1 (tetrahydrofuran). Conditions: temperature 0 celsius, time 15 minute. Yields the product C(C)(=O)NC=1C=C(C=CC1OC)S(=O)(=O)N1C=C(C2=CC(=CC=C12)OC)C (1-(3-Acetamido-4-methoxy benzenesulfonyl)-5-methoxy-3-methyl-1H-indole). Reaction SMILES: [H-].[Na+].[CH3:3][O:4][C:5]1[CH:6]=[C:7]2[C:11](=[CH:12][CH:13]=1)[NH:10][CH:9]=[C:8]2[CH3:14].[C:15]([NH:18][C:19]1[CH:20]=[C:21]([S:27](Cl)(=[O:29])=[O:28])[CH:22]=[CH:23][C:24]=1[O:25][CH3:26])(=[O:17])[CH3:16]>O1CCCC1>[C:15]([NH:18][C:19]1[CH:20]=[C:21]([S:27]([N:10]2[C:11]3[C:7](=[CH:6][C:5]([O:4][CH3:3])=[CH:13][CH:12]=3)[C:8]([CH3:14])=[CH:9]2)(=[O:29])=[O:28])[CH:22]=[CH:23][C:24]=1[O:25][CH3:26])(=[O:17])[CH3:16] |f:0.1|. Reported procedure: Sodium hydride (2.15 grams, 49.3 mmol) was taken into a 250 mL three-necked round bottom flask containing tetrahydrofuran (50 mL) under nitrogen atmosphere. Added a solution of 5-methoxy-3-methyl indole solution (5.3 grams, 32.9 mmol) in tetrahydrofuran (25 mL) to the above mixture at 25° C., over a period of 15 minutes. The above reaction mass was stirred further for a period of 1 hour and mass was cooled to 0° C. and a solution of 3-acetamido-4-methoxy benzenesulfonyl chloride (13.01 grams, 49... Reactants: CC=1C=CC2=CC=C([N+](=C2C1)[O-])C#N (7-methylquinoline-2-carbonitrile 1-oxide), P(=O)(Cl)(Cl)Cl (phosphorus oxychloride). Procedure details: A mixture of 7-methylquinoline-2-carbonitrile 1-oxide (11.5 g, 63 mmol) and phosphorus oxychloride (47 mL, 500 mmol) was heated at 100° C. for 10 min then at 200° C. for 20 min. The reaction mixture was poured into crushed ice and the precipitate was filtered. The crude material was then purified by flash chromatography on silica gel (eluting solvent: 3% acetone in dichloromethane) to provide the title compound. 1HNMR (400 MHz, acetone-d6): δ 8.25 (d, 1H), 8.10 (s, 1H), 8.00 (d, 1H), 7.82 (dd, 1... Run at temperature 100 celsius, time 20 minute. Yields the product ClC1=CC(=NC2=CC(=CC=C12)C)C#N (4-chloro-7-methylquinoline-2-carbonitrile). As a reaction SMILES: [CH3:1][C:2]1[CH:3]=[CH:4][C:5]2[C:10]([CH:11]=1)=[N+:9]([O-])[C:8]([C:13]#[N:14])=[CH:7][CH:6]=2.P(Cl)(Cl)([Cl:17])=O>>[Cl:17][C:6]1[C:5]2[C:10](=[CH:11][C:2]([CH3:1])=[CH:3][CH:4]=2)[N:9]=[C:8]([C:13]#[N:14])[CH:7]=1. The reactants are N.N[C@@H](CC1=CC=CC=C1)C(=O)O (L-phenylalanine ammonia), N[C@@H](CC1=CC=CC=C1)C(=O)O (L-phenylalanine). Yields the product C(\C=C\C1=CC=CC=C1)(=O)O (trans-cinnamic acid). Isolated yield 70.0%. As a reaction SMILES: N.N[C@H:3]([C:11]([OH:13])=[O:12])[CH2:4][C:5]1[CH:10]=[CH:9][CH:8]=[CH:7][CH:6]=1.N[C@H](C(O)=O)CC1C=CC=CC=1>>[C:11]([OH:13])(=[O:12])/[CH:3]=[CH:4]/[C:5]1[CH:6]=[CH:7][CH:8]=[CH:9][CH:10]=1 |f:0.1|. Procedure: L-phenylalanine ammonia-lyase (PAL; EC 4.3.1.5.), is an enzyme found in several plants and also in yeast. It catalyzes the deamination of L-phenylalanine to give trans-cinnamic acid. In 1981, Yamada et al in Applied and Environmental Biology, 42:773-778 (1981) described the use of PAL for the rapid conversion of trans-cinnamic acid to L-phenylalanine, with a conversion yield of above 70%. This publication opened the way to investigate and apply commercially, the use of PAL for the production of ... Reported procedure: The starting material was prepared in an analogous manner to that described in Example 15, part (iii), starting from (E)-2(R)-[1(S)-[(tetrahydro-2(RS)-pyranyloxy)carbamoyl]-4-phenyl-3-butenyl]-2′-(methanesulphonyl)-4-methylvalerohydrazide and cyclopentylmethyl methanesulphonate. Yields the product C1(CCCC1)CN(NC([C@H](CC(C)C)[C@H](C\C=C\C1=CC=CC=C1)C(NO)=O)=O)S(=O)(=O)C ((E)-2′-(Cyclopentylmethyl)-2(R)-[1(S)-(hydroxycarbamoyl)-4-phenyl-3-butenyl]-2′-(methanesulphonyl)-4-methylvalerohydrazide). Starting materials: ( iii ), O1C(CCCC1)ONC(=O)[C@@H](C\C=C\C1=CC=CC=C1)[C@H](C(=O)NNS(=O)(=O)C)CC(C)C ((E)-2(R)-[1(S)-[(tetrahydro-2(RS)-pyranyloxy)carbamoyl]-4-phenyl-3-butenyl]-2′-(methanesulphonyl)-4-methylvalerohydrazide), CS(=O)(=O)OCC1CCCC1 (cyclopentylmethyl methanesulphonate). Reaction SMILES: O1CCCCC1[O:7][NH:8][C:9]([C@H:11]([C@@H:21]([CH2:30][CH:31]([CH3:33])[CH3:32])[C:22]([NH:24][NH:25][S:26]([CH3:29])(=[O:28])=[O:27])=[O:23])[CH2:12]/[CH:13]=[CH:14]/[C:15]1[CH:20]=[CH:19][CH:18]=[CH:17][CH:16]=1)=[O:10].CS(O[CH2:39][CH:40]1[CH2:44][CH2:43][CH2:42][CH2:41]1)(=O)=O>>[CH:40]1([CH2:39][N:25]([S:26]([CH3:29])(=[O:27])=[O:28])[NH:24][C:22](=[O:23])[C@@H:21]([C@@H:11]([C:9](=[O:10])[NH:8][OH:7])[CH2:12]/[CH:13]=[CH:14]/[C:15]2[CH:20]=[CH:19][CH:18]=[CH:17][CH:16]=2)[CH2:30][CH:31]([CH3:32])[CH3:33])[CH2:44][CH2:43][CH2:42][CH2:41]1. Starting materials: C(C)(C)(C)C1=CC=C(C(=C(C=O)C)Cl)C=C1 (4-tert-Butyl-β-chloro-α-methylcinnamaldehyde), [H][H] (hydrogen), [OH-].[Na+] (sodium hydroxide), O (water). Reagents/catalysts: [Pd] (Pd/C). Solvent: CO (methanol). Product: C(C)(C)(C)C1=CC=C(CC(C=O)C)C=C1 (4-tert-Butyl-α-methyldihydrocinnamaldehyde). The yield is 88.0%. As a reaction SMILES: [C:1]([C:5]1[CH:16]=[CH:15][C:8]([C:9](Cl)=[C:10]([CH3:13])[CH:11]=[O:12])=[CH:7][CH:6]=1)([CH3:4])([CH3:3])[CH3:2].[OH-].[Na+].O.[H][H]>[Pd].CO>[C:1]([C:5]1[CH:6]=[CH:7][C:8]([CH2:9][CH:10]([CH3:13])[CH:11]=[O:12])=[CH:15][CH:16]=1)([CH3:3])([CH3:2])[CH3:4] |f:1.2|. Procedure: 4-tert-Butyl-β-chloro-α-methylcinnamaldehyde (71 g), 1.0 g of 5% Pd/C, 40 g of 30% sodium hydroxide solution, 40 g of water and 32 g of methanol were placed in a Parr apparatus and hydrogenated at 20-50 psi until the theoretical amount of hydrogen had been absorbed (about 31/2 hrs.). The solution was filtered and the aqueous phase extracted with 100 g of ethylene dichloride. The solution was distilled to yield 53.9 g (76%) of the desired product, bp 100° (1.0 mm).